This data is from the Open Reaction Database (ORD), a public repository of structured organic reaction records. The task is: describe an organic reaction: reactants, conditions, products, and yield Starting materials: N1(CCCCC1)C1=C(N)C=CC=C1 (2-piperidinoaniline), COC=1C=C(CBr)C=CC1 (3-methoxybenzyl bromide), C([O-])([O-])=O.[K+].[K+] (potassium carbonate), NC1=CC=CC=C1 (aniline). The solvent is CN(C)C=O (DMF). The product is COC=1C=C(CNC2=C(C=CC=C2)N2CCCCC2)C=CC1 ((3-methoxy-benzyl)-(2-piperidin-1-yl-phenyl)-amine). Yield: 87.0%. Reaction SMILES: [N:1]1([C:7]2[CH:13]=[CH:12][CH:11]=[CH:10][C:8]=2[NH2:9])[CH2:6][CH2:5][CH2:4][CH2:3][CH2:2]1.[CH3:14][O:15][C:16]1[CH:17]=[C:18]([CH:21]=[CH:22][CH:23]=1)[CH2:19]Br.C(=O)([O-])[O-].[K+].[K+].NC1C=CC=CC=1>CN(C=O)C>[CH3:14][O:15][C:16]1[CH:17]=[C:18]([CH:21]=[CH:22][CH:23]=1)[CH2:19][NH:9][C:8]1[CH:10]=[CH:11][CH:12]=[CH:13][C:7]=1[N:1]1[CH2:6][CH2:5][CH2:4][CH2:3][CH2:2]1 |f:2.3.4|. Procedure: To 1 g of 2-piperidinoaniline in 10 mL of DMF are added 795 μL of 3-methoxybenzyl bromide (1 equivalent) and 1.57 g of potassium carbonate (2 equivalents). The whole is heated to 100° C. for 2-3 hrs, until disappearance of the starting aniline. The medium is poured onto ice and then extracted with ethyl acetate. The organic phase washed with water is dried on magnesium sulfate, filtered and evaporated under reduced pressure. By silica gel chromatography of the residue (cyclohexane/ethyl acetate:...